describe an organic reaction: reactants, conditions, products, and yield From a dataset of the Open Reaction Database (ORD), a public repository of structured organic reaction records. The reactants are ClCCl, O=S(=O)(O)Cl, [Na+], CCCCCCCCCCCCNC(=O)C(O)C(O)C(O)C(O)CO, [OH-], O. Product: [Na+], CCCCCCCCCCCCNC(=O)C(OS(=O)(=O)[O-])C(O)C(O)C(O)CO. RXN SMILES: [CH2:26]([Cl:27])[Cl:28].[Cl:29][S:30](=[O:31])(=[O:32])[OH:33].[Na+:35].[O:1]=[C:2]([CH:3]([OH:4])[CH:5]([OH:6])[CH:7]([OH:8])[CH:9]([OH:10])[CH2:11][OH:12])[NH:13][CH2:14][CH2:15][CH2:16][CH2:17][CH2:18][CH2:19][CH2:20][CH2:21][CH2:22][CH2:23][CH2:24][CH3:25].[OH-:34].[OH2:36]>>[Na+:35].[O:1]=[C:2]([CH:3]([O:4][S:30](=[O:31])(=[O:32])[O-:33])[CH:5]([OH:6])[CH:7]([OH:8])[CH:9]([OH:10])[CH2:11][OH:12])[NH:13][CH2:14][CH2:15][CH2:16][CH2:17][CH2:18][CH2:19][CH2:20][CH2:21][CH2:22][CH2:23][CH2:24][CH3:25]. The reactants are [N+](=O)([O-])C=C(NCCSCC1=NC=CC=C1Cl)SC (1-nitro-2-methylthio-2-{2-[(3-chloro-2-pyridyl)methylthio]ethylamino}ethylene), C(C#C)N (propargylamine). Run in C(C)#N (acetonitrile). Reaction conditions: time 16 hour. Product: [N+](=O)([O-])C=C(NCCSCC1=NC=CC=C1Cl)NCC#C (1-Nitro-2-(2-propynylamino)-2-{2-[(3-chloro-2-pyridyl)methylthio]ethylamino}ethylene). Reaction SMILES: [N+:1]([CH:4]=[C:5](SC)[NH:6][CH2:7][CH2:8][S:9][CH2:10][C:11]1[C:16]([Cl:17])=[CH:15][CH:14]=[CH:13][N:12]=1)([O-:3])=[O:2].[CH2:20]([NH2:23])[C:21]#[CH:22]>C(#N)C>[N+:1]([CH:4]=[C:5]([NH:23][CH2:20][C:21]#[CH:22])[NH:6][CH2:7][CH2:8][S:9][CH2:10][C:11]1[C:16]([Cl:17])=[CH:15][CH:14]=[CH:13][N:12]=1)([O-:3])=[O:2]. Procedure details: A solution of 1-nitro-2-methylthio-2-{2-[(3-chloro-2-pyridyl)methylthio]ethylamino}ethylene (0.61 g; 1.91 mmoles) [prepared according to the procedure described in U.S. Pat. No. 4,024,260] and propargylamine (1.72 g; 31.2 mmoles) in acetonitrile (15 ml) was stirred and heated to reflux temperature under a positive pressure of nitrogen for 7 hours then allowed to stand at ambient temperature for 16 hours. The reaction mixture was filtered and 346 mg of product collected. Recrystallization from me... Reactants: CC(C)(C)OC(=O)C(c1ccccc1)n1c(=O)n(C(=O)OC(C)(C)C)c2ccc(C#N)cc21, ClCCl, O=C(O)C(F)(F)F. Reaction SMILES: [C:1]([CH3:2])([CH3:3])([CH3:4])[O:5][C:6](=[O:7])[CH:8]([n:9]1[c:10](=[O:27])[n:11]([C:20]([O:21][C:22]([CH3:23])([CH3:24])[CH3:25])=[O:26])[c:12]2[c:13]1[cH:14][c:15]([C:18]#[N:19])[cH:16][cH:17]2)[c:28]1[cH:29][cH:30][cH:31][cH:32][cH:33]1.[Cl:41][CH2:42][Cl:43].[OH:34][C:35]([C:36]([F:37])([F:38])[F:39])=[O:40]>>[C:1]([CH3:2])([CH3:3])([CH3:4])[O:5][C:6](=[O:7])[CH:8]([n:9]1[c:10](=[O:27])[nH:11][c:12]2[c:13]1[cH:14][c:15]([C:18]#[N:19])[cH:16][cH:17]2)[c:28]1[cH:29][cH:30][cH:31][cH:32][cH:33]1. Yields the product CC(C)(C)OC(=O)C(c1ccccc1)n1c(=O)[nH]c2ccc(C#N)cc21. Reactants: CC(C)(C)OC(=O)N1CCOC(CN2CCN(C(=O)Nc3ccc(F)c(Cl)c3)CC2)C1, ClCCl, O=C(O)C(F)(F)F. Yields the product O=C(Nc1ccc(F)c(Cl)c1)N1CCN(CC2CNCCO2)CC1. Reaction SMILES: [Cl:1][c:2]1[cH:3][c:4]([NH:9][C:10](=[O:11])[N:12]2[CH2:13][CH2:14][N:15]([CH2:18][CH:19]3[O:20][CH2:21][CH2:22][N:23]([C:25]([O:26][C:27]([CH3:28])([CH3:29])[CH3:30])=[O:31])[CH2:24]3)[CH2:16][CH2:17]2)[cH:5][cH:6][c:7]1[F:8].[Cl:39][CH2:40][Cl:41].[F:32][C:33]([F:34])([F:35])[C:36]([OH:37])=[O:38]>>[Cl:1][c:2]1[cH:3][c:4]([NH:9][C:10](=[O:11])[N:12]2[CH2:13][CH2:14][N:15]([CH2:18][CH:19]3[O:20][CH2:21][CH2:22][NH:23][CH2:24]3)[CH2:16][CH2:17]2)[cH:5][cH:6][c:7]1[F:8]. The reactants are BrBr (bromine), [Br-].[K+] (potassium bromide), C(C1=CC=CC=C1)C1=NC(=CC=C1)OC (2-benzyl-6-methoxypyridine), [Br-].[K+] (potassium bromide), [OH-].[K+] (potassium hydroxide), S(=O)([O-])[O-].[Na+].[Na+] (sodium sulfite). Reagents/catalysts: [Cl-].[NH4+].[NH4+].[NH4+].[NH4+].[Cl-].[Cl-].[Cl-] (tetraammonium chloride). The solvent is O (water), O (water). Yields the product C(C1=CC=CC=C1)C1N(C(=CC=C1)OC)Br (2-Benzyl-1-bromo-6-methoxypyridine). RXN SMILES: [Br:1]Br.[Br-].[K+].[CH2:5]([C:12]1[CH:17]=[CH:16][CH:15]=[C:14]([O:18][CH3:19])[N:13]=1)[C:6]1[CH:11]=[CH:10][CH:9]=[CH:8][CH:7]=1.[OH-].[K+].S([O-])([O-])=O.[Na+].[Na+]>[Cl-].[NH4+].[NH4+].[NH4+].[NH4+].[Cl-].[Cl-].[Cl-].O>[CH2:5]([CH:12]1[CH:17]=[CH:16][CH:15]=[C:14]([O:18][CH3:19])[N:13]1[Br:1])[C:6]1[CH:7]=[CH:8][CH:9]=[CH:10][CH:11]=1 |f:1.2,4.5,6.7.8,9.10.11.12.13.14.15.16|. Procedure details: A mixed solution of 17 ml of bromine, 90 g of potassium bromide and 450 ml of water was added dropwise into a mixture of 60 g of 2-benzyl-6-methoxypyridine (Production Example 2-b), 90 g of potassium bromide, 450 ml of water, 20 g of potassium hydroxide and 2.5 g of tetraammonium chloride over 2 hours under stirring in an ice bath. After stirring overnight as it was, sodium sulfite was added thereto and the mixture was extracted with hexane. The organic phase was washed with water and brine, dri... Reactants: N=C1C(NC(N1C1=CC(=C(C#N)C=C1)C(F)(F)F)=O)(COC1OCCCC1)COC1OCCCC1 (4-(5-imino-2-oxo-4,4-bis(((tetrahydro-2H-pyran-2-yl)-oxy)-methyl)-1-imidazolidinyl)-2-(trifluoromethyl)-benzonitrile), CO (methanol), Cl (hydrochloric acid), C([O-])(O)=O (bicarbonate). The solvent is C(C)(=O)OCC (ethyl acetate). Yields the product OCC1(NC(N(C1=O)C1=CC(=C(C#N)C=C1)C(F)(F)F)=O)CO (4-(4,4-bis(hydroxymethyl)-2,5-dioxo-1-imidazolidinyl)-2-(trifluoromethyl)-benzonitrile). Reaction SMILES: N=[C:2]1[N:6]([C:7]2[CH:14]=[CH:13][C:10]([C:11]#[N:12])=[C:9]([C:15]([F:18])([F:17])[F:16])[CH:8]=2)[C:5](=[O:19])[NH:4][C:3]1([CH2:28][O:29]C1CCCCO1)[CH2:20][O:21]C1CCCCO1.CO.Cl.C(=O)(O)[O-:40]>C(OCC)(=O)C>[OH:21][CH2:20][C:3]1([CH2:28][OH:29])[C:2](=[O:40])[N:6]([C:7]2[CH:14]=[CH:13][C:10]([C:11]#[N:12])=[C:9]([C:15]([F:17])([F:16])[F:18])[CH:8]=2)[C:5](=[O:19])[NH:4]1. Procedure: 300 mg of the product obtained in Stage 3 above is introduced into 3 ml of methanol and 1.5 ml of 2N hydrochloric acid and the whole is taken to reflux for one hour 30 minutes. It is returned to ambient temperature, poured into 5 ml of bicarbonate, extraction is carried out 4 times with ethyl acetate then the extracts are washed with a saturated sodium chloride solution and dried. 5 ml of methanol is added and purification is carried out on silica eluting with methylene chloride-methanol: 9-1. T...